This data is from the Open Reaction Database (ORD), a public repository of structured organic reaction records. The task is: describe an organic reaction: reactants, conditions, products, and yield Starting materials: O=C([O-])O, CS(=O)(=O)O, CS(=O)(=O)Nc1ccc2c(c1)C(=O)C(C1CCNCC1)C2, CS(=O)(=O)Nc1ccc(CCO)cc1, CCOC(C)=O, CC#N, Cl, [I-], [K+], [Na+]. Yields the product CS(=O)(=O)Nc1ccc(CCN2CCC(C3Cc4ccc(NS(C)(=O)=O)cc4C3=O)CC2)cc1, Cl. RXN SMILES: [C:23](=[O:24])([OH:25])[O-:26].[CH3:28][S:29]([OH:30])(=[O:31])=[O:32].[CH3:2][S:3](=[O:4])(=[O:5])[NH:6][c:7]1[cH:8][cH:9][c:10]2[c:14]([cH:15]1)[C:13](=[O:16])[CH:12]([CH:17]1[CH2:18][CH2:19][NH:20][CH2:21][CH2:22]1)[CH2:11]2.[CH3:33][S:34](=[O:35])(=[O:36])[NH:37][c:38]1[cH:39][cH:40][c:41]([CH2:42][CH2:43][OH:44])[cH:45][cH:46]1.[CH3:49][CH2:50][O:51][C:52](=[O:53])[CH3:54].[CH3:55][C:56]#[N:57].[ClH:1].[I-:48].[K+:47].[Na+:27]>>[CH3:2][S:3](=[O:4])(=[O:5])[NH:6][c:7]1[cH:8][cH:9][c:10]2[c:14]([cH:15]1)[C:13](=[O:16])[CH:12]([CH:17]1[CH2:18][CH2:19][N:20]([CH2:43][CH2:42][c:41]3[cH:40][cH:39][c:38]([NH:37][S:34]([CH3:33])(=[O:35])=[O:36])[cH:46][cH:45]3)[CH2:21][CH2:22]1)[CH2:11]2.[ClH:1].